Dataset: the Open Reaction Database (ORD), a public repository of structured organic reaction records. Task: describe an organic reaction: reactants, conditions, products, and yield Starting materials: Cl (hydrochloric acid), Cl.NCC(CO)C1=CC=CC2=CC=C(C=C12)OC (3-Amino-2-(7-methoxy-1-naphthyl)-1-propanol hydrochloride), FCC(=O)OCC (ethyl fluoroacetate), [OH-].[Na+] (sodium hydroxide). Solvent: FC(CO)(F)F (2,2,2-trifluoroethanol), O (water), O (water), O (water), CO (methanol). Reaction conditions: temperature 40 celsius. Product: FCC(=O)NCC(CO)C1=CC=CC2=CC=C(C=C12)OC (2-Fluoro-N-[3-hydroxy-2-(7-methoxy-1-naphthyl)propyl]acetamide). Reaction SMILES: Cl.[NH2:2][CH2:3][CH:4]([C:7]1[C:16]2[C:11](=[CH:12][CH:13]=[C:14]([O:17][CH3:18])[CH:15]=2)[CH:10]=[CH:9][CH:8]=1)[CH2:5][OH:6].[F:19][CH2:20][C:21](OCC)=[O:22].[OH-].[Na+].Cl>FC(F)(F)CO.CO.O>[F:19][CH2:20][C:21]([NH:2][CH2:3][CH:4]([C:7]1[C:16]2[C:11](=[CH:12][CH:13]=[C:14]([O:17][CH3:18])[CH:15]=2)[CH:10]=[CH:9][CH:8]=1)[CH2:5][OH:6])=[O:22] |f:0.1,3.4|. Procedure: The compound obtained in Step B (5.6 mmol), in the form of the base, is dissolved in 40 ml of 2,2,2-trifluoroethanol; ethyl fluoroacetate (10.3 mmol) is added and the mixture is refluxed for 12 hours. When the reaction is complete, the mixture is poured into water and the aqueous phase is extracted twice with 60 ml of ether; the organic phase is washed with water, dried and evaporated. The oil obtained is dissolved in 30 ml of methanol and 10 ml of water; sodium hydroxide (8.25 mmol) is added an...